Dataset: the Open Reaction Database (ORD), a public repository of structured organic reaction records. Task: describe an organic reaction: reactants, conditions, products, and yield Reactants: CC(C)(NC1CC(c2cccc(OC(F)(F)F)c2)N(c2ccc(Br)cc2)C1=O)c1ccc(C(F)(F)F)nc1, Cc1ccccc1, CCOC(C)=O, OB(O)C1CC1, C1CCC(P(C2CCCCC2)C2CCCCC2)CC1, CC(=O)[O-], CC(=O)[O-], O, [Pd+2]. The product is CC(C)(NC1CC(c2cccc(OC(F)(F)F)c2)N(c2ccc(C3CC3)cc2)C1=O)c1ccc(C(F)(F)F)nc1. Reaction SMILES: [CH3:1][C:2]([CH3:3])([c:4]1[cH:5][n:6][c:7]([C:10]([F:11])([F:12])[F:13])[cH:8][cH:9]1)[NH:14][CH:15]1[C:16](=[O:38])[N:17]([c:31]2[cH:32][cH:33][c:34]([Br:37])[cH:35][cH:36]2)[CH:18]([c:20]2[cH:21][c:22]([O:26][C:27]([F:28])([F:29])[F:30])[cH:23][cH:24][cH:25]2)[CH2:19]1.[CH3:64][c:65]1[cH:66][cH:67][cH:68][cH:69][cH:70]1.[CH3:72][CH2:73][O:74][C:75](=[O:76])[CH3:77].[CH:39]1([B:42]([OH:43])[OH:44])[CH2:40][CH2:41]1.[CH:45]1([P:46]([CH:47]2[CH2:48][CH2:49][CH2:50][CH2:51][CH2:52]2)[CH:53]2[CH2:54][CH2:55][CH2:56][CH2:57][CH2:58]2)[CH2:59][CH2:60][CH2:61][CH2:62][CH2:63]1.[O-:79][C:80]([CH3:81])=[O:82].[O-:83][C:84]([CH3:85])=[O:86].[OH2:71].[Pd+2:78]>>[CH3:1][C:2]([CH3:3])([c:4]1[cH:5][n:6][c:7]([C:10]([F:11])([F:12])[F:13])[cH:8][cH:9]1)[NH:14][CH:15]1[C:16](=[O:38])[N:17]([c:31]2[cH:32][cH:33][c:34]([CH:39]3[CH2:40][CH2:41]3)[cH:35][cH:36]2)[CH:18]([c:20]2[cH:21][c:22]([O:26][C:27]([F:28])([F:29])[F:30])[cH:23][cH:24][cH:25]2)[CH2:19]1.